This data is from the Open Reaction Database (ORD), a public repository of structured organic reaction records. The task is: describe an organic reaction: reactants, conditions, products, and yield Reactants: BrCc1ccccc1, ClC(Cl)Cl, NC(=S)CF. Yields the product Br, N=C(CF)SCc1ccccc1. RXN SMILES: [Br:6][CH2:7][c:8]1[cH:9][cH:10][cH:11][cH:12][cH:13]1.[CH:14]([Cl:15])([Cl:16])[Cl:17].[F:1][CH2:2][C:3](=[S:4])[NH2:5]>>[BrH:6].[F:1][CH2:2][C:3]([S:4][CH2:7][c:8]1[cH:9][cH:10][cH:11][cH:12][cH:13]1)=[NH:5].